From a dataset of the Open Reaction Database (ORD), a public repository of structured organic reaction records. describe an organic reaction: reactants, conditions, products, and yield Reactants: [OH-].[Na+] (sodium hydroxide), C(C)O (ethanol), Cl (hydrochloric acid), C(C1=CC=CC=C1)(=O)NC1=C(C(=O)OC)C=CC(=C1)SC1=CC=CC=C1 (methyl 2-(benzamido)-4-(phenylthio)benzoate). The solvent is C(C)(=O)OCC (ethyl acetate). The product is C(C1=CC=CC=C1)(=O)NC1=C(C(=O)O)C=CC(=C1)SC1=CC=CC=C1 (2-(benzamido)-4-(phenylthio)benzoic acid). The yield is 97.1%. Reaction SMILES: [OH-].[Na+].C(O)C.[C:6]([NH:14][C:15]1[CH:24]=[C:23]([S:25][C:26]2[CH:31]=[CH:30][CH:29]=[CH:28][CH:27]=2)[CH:22]=[CH:21][C:16]=1[C:17]([O:19]C)=[O:18])(=[O:13])[C:7]1[CH:12]=[CH:11][CH:10]=[CH:9][CH:8]=1.Cl>C(OCC)(=O)C>[C:6]([NH:14][C:15]1[CH:24]=[C:23]([S:25][C:26]2[CH:31]=[CH:30][CH:29]=[CH:28][CH:27]=2)[CH:22]=[CH:21][C:16]=1[C:17]([OH:19])=[O:18])(=[O:13])[C:7]1[CH:8]=[CH:9][CH:10]=[CH:11][CH:12]=1 |f:0.1|. Reported procedure: 0.4 mL of 10% aqueous sodium hydroxide was added to 6 ml of ethanol suspension containing 0.30 g of methyl 2-(benzamido)-4-(phenylthio)benzoate at room temperature, and the resulting mixture was heated to reflux for 1 hour. After one reaction mixture was cooled to room temperature, 1.0 mol/b hydrochloric acid and ethyl acetate were added. The organic layer was separated and dried over anhydrous magnesium sulfate, and the solvent was evaporated under reduced pressure. Diisopropyl ether and hexane... Reactants: CC1=C(C=C(C=C1)C=1OC(=NN1)C)C1=CC=C(C=C1)C(=O)Cl (2′-methyl-5′-(5-methyl-1,3,4-oxadiazol-2-yl)-1,1′-biphenyl-4-carbonyl chloride), CN(C)CC=1C=C(N)C=CC1OC (3-(dimethylaminomethyl)-4-methoxyaniline). Yields the product CN(C)CC=1C=C(C=CC1OC)NC(=O)C1=CC=C(C=C1)C1=C(C=CC(=C1)C=1OC(=NN1)C)C (N-[3-(Dimethylaminomethyl)-4-methoxyphenyl]-2′-methyl-5′-(5-methyl-1,3,4-oxadiazol-2-yl)-1,1′-biphenyl-4-carboxamide). RXN SMILES: [CH3:1][C:2]1[CH:7]=[CH:6][C:5]([C:8]2[O:9][C:10]([CH3:13])=[N:11][N:12]=2)=[CH:4][C:3]=1[C:14]1[CH:19]=[CH:18][C:17]([C:20](Cl)=[O:21])=[CH:16][CH:15]=1.[CH3:23][N:24]([CH2:26][C:27]1[CH:28]=[C:29]([CH:31]=[CH:32][C:33]=1[O:34][CH3:35])[NH2:30])[CH3:25]>>[CH3:25][N:24]([CH2:26][C:27]1[CH:28]=[C:29]([NH:30][C:20]([C:17]2[CH:18]=[CH:19][C:14]([C:3]3[CH:4]=[C:5]([C:8]4[O:9][C:10]([CH3:13])=[N:11][N:12]=4)[CH:6]=[CH:7][C:2]=3[CH3:1])=[CH:15][CH:16]=2)=[O:21])[CH:31]=[CH:32][C:33]=1[O:34][CH3:35])[CH3:23]. Procedure: N-[3-(Dimethylaminomethyl)-4-methoxyphenyl]-2′-methyl-5′-(5-methyl-1,3,4-oxadiazol-2-yl)-1,1′-biphenyl-4-carboxamide was prepared from 2′-methyl-5′-(5-methyl-1,3,4-oxadiazol-2-yl)-1,1′-biphenyl-4-carbonyl chloride and 3-(dimethylaminomethyl)-4-methoxyaniline using method K. LCMS; retention time 2.65 min, MH+ 457. Starting materials: C(C)C=1CC2=C(C=CC=C2C1)Cl (2-ethyl-7-chloroindene), Ni(dpp), C1(=CC=CC=C1)[Mg]Br (phenylmagnesium bromide). The solvent is CCOCC (ether). Yields the product C(C)C=1CC2=C(C=CC=C2C1)C1=CC=CC=C1 (2-ethyl-7-phenylindene). Yield: 80.0%. RXN SMILES: [CH2:1]([C:3]1[CH2:4][C:5]2[C:10]([CH:11]=1)=[CH:9][CH:8]=[CH:7][C:6]=2Cl)[CH3:2].[C:13]1([Mg]Br)[CH:18]=[CH:17][CH:16]=[CH:15][CH:14]=1>CCOCC>[CH2:1]([C:3]1[CH2:4][C:5]2[C:10]([CH:11]=1)=[CH:9][CH:8]=[CH:7][C:6]=2[C:13]1[CH:18]=[CH:17][CH:16]=[CH:15][CH:14]=1)[CH3:2]. Procedure details: A 5 L flask was equipped as in Example 3.178 g 2-ethyl-7-chloroindene (1 mol %), 1 L ether and 10.8 g Ni(dpp) (0.02 mol, 2 mol %) added, followed by 355 mL of 3.1M phenylmagnesium bromide in either (1.1 mol, 10% excess). After quenching and work-up by the method described in Example 3, 176 g 2-ethyl-7-phenylindene (0.8 mol) was obtained by vacuum distillation at 140° C. in 80% yield. Starting materials: CCO, CC(C)C=C(c1cccc(Cl)c1)c1cc2cccnc2n1S(=O)(=O)c1ccccc1, [Na+], C1CCOC1, [OH-]. The product is CC(C)C=C(c1cccc(Cl)c1)c1cc2cccnc2[nH]1. RXN SMILES: [CH3:33][CH2:34][OH:35].[Cl:1][c:2]1[cH:3][c:4]([C:8](=[CH:9][CH:10]([CH3:11])[CH3:12])[c:13]2[cH:14][c:15]3[c:16]([n:17][cH:18][cH:19][cH:20]3)[n:21]2[S:22]([c:23]2[cH:24][cH:25][cH:26][cH:27][cH:28]2)(=[O:29])=[O:30])[cH:5][cH:6][cH:7]1.[Na+:32].[O:36]1[CH2:37][CH2:38][CH2:39][CH2:40]1.[OH-:31]>>[Cl:1][c:2]1[cH:3][c:4]([C:8](=[CH:9][CH:10]([CH3:11])[CH3:12])[c:13]2[cH:14][c:15]3[c:16]([n:17][cH:18][cH:19][cH:20]3)[nH:21]2)[cH:5][cH:6][cH:7]1. Starting materials: C(#N)C1=CC=C(C2=CC=CC=C12)C(=O)O (4-cyano-1-naphthoic acid), C(Cl)Cl (DCM), C(C(=O)Cl)(=O)Cl (oxalyl chloride). The solvent is CN(C)C=O (DMF). Reaction conditions: time 3 hour. Yields the product C(#N)C1=CC=C(C2=CC=CC=C12)C(=O)Cl (4-cyano-1-naphthoyl chloride). RXN SMILES: [C:1]([C:3]1[C:12]2[C:7](=[CH:8][CH:9]=[CH:10][CH:11]=2)[C:6]([C:13]([OH:15])=O)=[CH:5][CH:4]=1)#[N:2].C(Cl)[Cl:17].C(Cl)(=O)C(Cl)=O>CN(C=O)C>[C:1]([C:3]1[C:12]2[C:7](=[CH:8][CH:9]=[CH:10][CH:11]=2)[C:6]([C:13]([Cl:17])=[O:15])=[CH:5][CH:4]=1)#[N:2]. Procedure: A mixture containing 4-cyano-1-naphthoic acid (0.090 g, 0.45 mmol), DCM (3 mL), oxalyl chloride (0.063 g, 0.50 mmol) and DMF (approximately 5 μL) was stirred for 3 h and concentrated to provide 4-cyano-1-naphthoyl chloride as an off-white solid which was used directly. Using standard acylation conditions 4-cyano-1-naphthoyl chloride (0.090 g) was reacted with N-[(S)-2-(3,4-dichlorophenyl)-4-[4-[(S)-2-methylsulfinylphenyl]-1-piperidinyl]butyl]-N-methylamine to afford the free base (0.215 g) which... The reactants are CS(=O)(=O)Cl, CN1CCCC1=O, CCOC(C)=O, CCN(C(C)C)C(C)C, N#Cc1nc(-c2ccc(OCCCO)c(C(F)(F)F)c2)cc2c1ncn2C1CCCCO1. The product is CS(=O)(=O)OCCCOc1ccc(-c2cc3c(ncn3C3CCCCO3)c(C#N)n2)cc1C(F)(F)F. As a reaction SMILES: [CH3:42][S:43]([Cl:44])(=[O:45])=[O:46].[CH3:47][N:48]1[CH2:49][CH2:50][CH2:51][C:52]1=[O:53].[CH3:54][CH2:55][O:56][C:57]([CH3:58])=[O:59].[CH:33]([N:34]([CH2:35][CH3:36])[CH:37]([CH3:38])[CH3:39])([CH3:40])[CH3:41].[OH:1][CH2:2][CH2:3][CH2:4][O:5][c:6]1[c:7]([C:29]([F:30])([F:31])[F:32])[cH:8][c:9](-[c:12]2[cH:13][c:14]3[c:15]([c:16]([C:18]#[N:19])[n:17]2)[n:20][cH:21][n:22]3[CH:23]2[O:24][CH2:25][CH2:26][CH2:27][CH2:28]2)[cH:10][cH:11]1>>[O:1]([CH2:2][CH2:3][CH2:4][O:5][c:6]1[c:7]([C:29]([F:30])([F:31])[F:32])[cH:8][c:9](-[c:12]2[cH:13][c:14]3[c:15]([c:16]([C:18]#[N:19])[n:17]2)[n:20][cH:21][n:22]3[CH:23]2[O:24][CH2:25][CH2:26][CH2:27][CH2:28]2)[cH:10][cH:11]1)[S:43]([CH3:42])(=[O:45])=[O:46]. The reactants are O=C([O-])O, Cc1ccccc1, C=Cc1ccc(CCl)cc1, Nc1ccc(Nc2ccccc2)cc1, [Na+], O. Product: C=Cc1ccc(CNc2ccc(Nc3ccccc3)cc2)cc1. As a reaction SMILES: [C:22](=[O:23])([O-:24])[OH:25].[CH3:15][c:16]1[cH:17][cH:18][cH:19][cH:20][cH:21]1.[Cl:27][CH2:28][c:29]1[cH:30][cH:31][c:32]([CH:33]=[CH2:34])[cH:35][cH:36]1.[NH2:1][c:2]1[cH:3][cH:4][c:5]([NH:6][c:7]2[cH:8][cH:9][cH:10][cH:11][cH:12]2)[cH:13][cH:14]1.[Na+:26].[OH2:37]>>[NH:1]([c:2]1[cH:3][cH:4][c:5]([NH:6][c:7]2[cH:8][cH:9][cH:10][cH:11][cH:12]2)[cH:13][cH:14]1)[CH2:28][c:29]1[cH:30][cH:31][c:32]([CH:33]=[CH2:34])[cH:35][cH:36]1. Procedure: Sodium hydride (50% dispersion in oil, 1.63 g, 34 mmole) under dry nitrogen was washed with 50 ml of ether to remove the oil. The ether was separated by decantation. Dimethylformamide (25 ml) was added to the ether wet sodium hydride. A solution of 2,3-indolinedione (isatin, 5 g, 34 mmole) and 1,4-dichlorobutane (21.6 g, 18.6 ml, 0.17 mmole) in 200 ml of dimethylformamide was added dropwise over 1 hour, maintaining the temperature at 25°-28° C. The resulting solution was stirred for 1 hour at ro... The product is ClCCCCN1C(C(C2=CC=CC=C12)=O)=O (1-(4-Chloro-1-butyl)-2,3-indolinedione). The reactants are N1C(C(C2=CC=CC=C12)=O)=O (2,3-indolinedione), ClCCCCCl (1,4-dichlorobutane), [H-].[Na+] (Sodium hydride). The solvent is CN(C=O)C (dimethylformamide), CCOCC (ether). Conditions: time 1 hour. RXN SMILES: [H-].[Na+].[NH:3]1[C:11]2[C:6](=[CH:7][CH:8]=[CH:9][CH:10]=2)[C:5](=[O:12])[C:4]1=[O:13].[Cl:14][CH2:15][CH2:16][CH2:17][CH2:18]Cl>CCOCC.CN(C)C=O>[Cl:14][CH2:15][CH2:16][CH2:17][CH2:18][N:3]1[C:11]2[C:6](=[CH:7][CH:8]=[CH:9][CH:10]=2)[C:5](=[O:12])[C:4]1=[O:13] |f:0.1|. Starting materials: C([O-])([O-])=O.[K+].[K+] (potassium carbonate), C(C)(C)(C)OC(=O)NCC1CC2=CC=C(C=C2C1)OCC(=O)OCC (ethyl [2-(t-butoxycarbonylaminomethyl)indane-5-oxy]acetate), C1(=CC=CC=C1)S(=O)(=O)Cl (phenyl-sulfonyl chloride), FC(C(=O)O)(F)F (trifluoroacetic acid), ice water, resultant mixture. The solvent is O (water), C(Cl)Cl (methylene chloride), C(Cl)Cl (methylene chloride). Conditions: time 1 hour. Product: C1(=CC=CC=C1)S(=O)(=O)NCC1CC2=CC=C(C=C2C1)OCC(=O)OCC (Ethyl [2-(phenylsulfonylaminomethyl)indane-5-oxy]acetate). Yield: 88.0%. RXN SMILES: C(OC([NH:8][CH2:9][CH:10]1[CH2:18][C:17]2[C:12](=[CH:13][CH:14]=[C:15]([O:19][CH2:20][C:21]([O:23][CH2:24][CH3:25])=[O:22])[CH:16]=2)[CH2:11]1)=O)(C)(C)C.FC(F)(F)C(O)=O.C(=O)([O-])[O-].[K+].[K+].[C:39]1([S:45](Cl)(=[O:47])=[O:46])[CH:44]=[CH:43][CH:42]=[CH:41][CH:40]=1>C(Cl)Cl.O>[C:39]1([S:45]([NH:8][CH2:9][CH:10]2[CH2:18][C:17]3[C:12](=[CH:13][CH:14]=[C:15]([O:19][CH2:20][C:21]([O:23][CH2:24][CH3:25])=[O:22])[CH:16]=3)[CH2:11]2)(=[O:47])=[O:46])[CH:44]=[CH:43][CH:42]=[CH:41][CH:40]=1 |f:2.3.4|. Procedure: Dissolved in 6 ml of methylene chloride were 1.77 g (5.00 mmol) of ethyl [2-(t-butoxycarbonylaminomethyl)indane-5-oxy]acetate, and 4 ml of trifluoroacetic acid were added under chilling with ice water, followed by stirring for 1 hour. The liquid reaction mixture was diluted with 40 ml of methylene chloride, and a solution of 8.37 g (60 mmol) of potassium carbonate in 40 ml of water was added, followed by vigorous stirring. After 10 minutes, 1.07 g (6.00 mmol) of phenyl-sulfonyl chloride were add...